This data is from the Open Reaction Database (ORD), a public repository of structured organic reaction records. The task is: describe an organic reaction: reactants, conditions, products, and yield Procedure: To a stirred mixture of 5,6,7,8-tetrahydronaphthalen-1-ol (200 mg, 1.35 mmol) in MeCN (5 mL) was added ethyl bromoacetate (269 mg, 1.62 mmol) and K2CO3 (372 mg, 2.70 mmol). The mixture was stirred at 80° C. for 4 hours. The mixture was filtered, the filtrate concentrated to yield the desired product which used directly for the next step without further purification (300 mg, Yield 95%). Isolated yield 95.0%. The reactants are BrCC(=O)OCC (ethyl bromoacetate), C(=O)([O-])[O-].[K+].[K+] (K2CO3), C1(=CC=CC=2CCCCC12)O (5,6,7,8-tetrahydronaphthalen-1-ol). The product is C1(=CC=CC=2CCCCC12)OCC(=O)OCC (ethyl 2-((5,6,7,8-tetrahydronaphthalen-1-yl)oxy)acetate). The solvent is CC#N (MeCN). Reaction conditions: temperature 80 celsius, time 4 hour. As a reaction SMILES: [C:1]1([OH:11])[C:10]2[CH2:9][CH2:8][CH2:7][CH2:6][C:5]=2[CH:4]=[CH:3][CH:2]=1.Br[CH2:13][C:14]([O:16][CH2:17][CH3:18])=[O:15].C([O-])([O-])=O.[K+].[K+]>CC#N>[C:1]1([O:11][CH2:13][C:14]([O:16][CH2:17][CH3:18])=[O:15])[C:10]2[CH2:9][CH2:8][CH2:7][CH2:6][C:5]=2[CH:4]=[CH:3][CH:2]=1 |f:2.3.4|. Reaction conditions: temperature -78 celsius, time 15 minute. Run in C(C)OCC (Diethyl ether), C1(=CC=CC=C1)C (toluene), C1(=CC=CC=C1)C (toluene). Reaction SMILES: C[O:2][C:3](=O)[C@H:4]([CH2:13][C:14]1[CH:19]=[CH:18][CH:17]=[CH:16][CH:15]=1)[NH:5][C:6]([O:8][C:9]([CH3:12])([CH3:11])[CH3:10])=[O:7].[H-].C([Al+]CC(C)C)C(C)C.CO.[C@H](O)(C([O-])=O)[C@@H](O)C([O-])=O.[Na+].[K+]>C1(C)C=CC=CC=1.C(OCC)C>[C:9]([O:8][C:6]([NH:5][C@H:4]([CH:3]=[O:2])[CH2:13][C:14]1[CH:19]=[CH:18][CH:17]=[CH:16][CH:15]=1)=[O:7])([CH3:11])([CH3:12])[CH3:10] |f:1.2,4.5.6|. Reactants: COC([C@@H](NC(=O)OC(C)(C)C)CC1=CC=CC=C1)=O (N-t-Butoxycarbonyl-L-phenylalanine methyl ester), [C@@H]([C@H](C(=O)[O-])O)(C(=O)[O-])O.[Na+].[K+] (Rochelle salt), [H-].C(C(C)C)[Al+]CC(C)C (diisobutylaluminum hydride), CO (methanol). Reported procedure: N-t-Butoxycarbonyl-L-phenylalanine methyl ester (250 g., 0.90 mol) was dried by addition and removal at reduced pressure of 1.0 1. dry toluene, and dissolved in dry toluene (3 1.) in a 12 1. flask equipped with septum, nitrogen inlet, overhead stirrer, and thermometer. The solution was cooled to -78° C. and a solution of diisobutylaluminum hydride was added via cannula over a period of 0.5 hour so that the temperature was maintained below -70° C. After being stirred an additional 15 minutes, abs... Product: C(C)(C)(C)OC(=O)N[C@@H](CC1=CC=CC=C1)C=O (N-t-butoxycarbonyl-L-phenylalaninal).